Dataset: the Open Reaction Database (ORD), a public repository of structured organic reaction records. Task: describe an organic reaction: reactants, conditions, products, and yield Starting materials: CCOC(=O)C(=O)O, CC(C)=CCCC(C)=CCN, [Cl-]. The product is CCOC(=O)C(=O)NCC=C(C)CCC=C(C)C. RXN SMILES: [CH2:13]([CH3:14])[O:15][C:16]([C:17](=[O:18])[OH:19])=[O:20].[CH2:1]([CH:2]=[C:3]([CH3:4])[CH2:5][CH2:6][CH:7]=[C:8]([CH3:9])[CH3:10])[NH2:11].[Cl-:12]>>[CH2:1]([CH:2]=[C:3]([CH3:4])[CH2:5][CH2:6][CH:7]=[C:8]([CH3:9])[CH3:10])[NH:11][C:17]([C:16]([O:15][CH2:13][CH3:14])=[O:20])=[O:18]. Reactants: ClC(Cl)=CCBr, CO, O=C1C=C(NCc2ccc(Cl)nc2)CO1, [H-], [Na+], C1CCOC1. Yields the product O=C1C=C(N(CC=C(Cl)Cl)Cc2ccc(Cl)nc2)CO1. As a reaction SMILES: [Br:18][CH2:19][CH:20]=[C:21]([Cl:22])[Cl:23].[CH3:24][OH:25].[Cl:1][c:2]1[cH:3][cH:4][c:5]([CH2:8][NH:9][C:10]2=[CH:11][C:12](=[O:15])[O:13][CH2:14]2)[cH:6][n:7]1.[H-:16].[Na+:17].[O:26]1[CH2:27][CH2:28][CH2:29][CH2:30]1>>[Cl:1][c:2]1[cH:3][cH:4][c:5]([CH2:8][N:9]([C:10]2=[CH:11][C:12](=[O:15])[O:13][CH2:14]2)[CH2:19][CH:20]=[C:21]([Cl:22])[Cl:23])[cH:6][n:7]1.